describe an organic reaction: reactants, conditions, products, and yield From a dataset of the Open Reaction Database (ORD), a public repository of structured organic reaction records. Starting materials: IC1=CC=C(C=C1)C1=CC=C(C=C1)C(=O)OC (methyl 4′-iodobiphenyl-4-carboxylate), glycol ester, C(CCCC)OC1=CC=C(C=C1)B(O)O (4-n-pentoxyphenylboronic acid), C([O-])([O-])=O.[Na+].[Na+] (sodium carbonate). The reagents and catalysts are Cl[Pd]([P](C1=CC=CC=C1)(C2=CC=CC=C2)C3=CC=CC=C3)([P](C4=CC=CC=C4)(C5=CC=CC=C5)C6=CC=CC=C6)Cl (bis(triphenylphosphine)palladium dichloride). Solvent: CN(C)C=O (DMF). Reaction conditions: temperature 80 celsius, time 12 hour. The product is C(CCCC)OC1=CC=C(C=C1)C1=CC=C(C=C1)C1=CC=C(C=C1)C(=O)OC (methyl 4″-n-pentoxy-[1,1′:4′,1″]-terphenyl-4-carboxylate). RXN SMILES: I[C:2]1[CH:7]=[CH:6][C:5]([C:8]2[CH:13]=[CH:12][C:11]([C:14]([O:16][CH3:17])=[O:15])=[CH:10][CH:9]=2)=[CH:4][CH:3]=1.[CH2:18]([O:23][C:24]1[CH:29]=[CH:28][C:27](B(O)O)=[CH:26][CH:25]=1)[CH2:19][CH2:20][CH2:21][CH3:22].C(=O)([O-])[O-].[Na+].[Na+]>Cl[Pd](Cl)([P](C1C=CC=CC=1)(C1C=CC=CC=1)C1C=CC=CC=1)[P](C1C=CC=CC=1)(C1C=CC=CC=1)C1C=CC=CC=1.CN(C=O)C>[CH2:18]([O:23][C:24]1[CH:25]=[CH:26][C:27]([C:2]2[CH:7]=[CH:6][C:5]([C:8]3[CH:13]=[CH:12][C:11]([C:14]([O:16][CH3:17])=[O:15])=[CH:10][CH:9]=3)=[CH:4][CH:3]=2)=[CH:28][CH:29]=1)[CH2:19][CH2:20][CH2:21][CH3:22] |f:2.3.4,^1:41,60|. Procedure: 33.8 g (0.1 mol) of methyl 4′-iodobiphenyl-4-carboxylate are introduced together with 29.3 g (0.125 mol) of glycol ester of 4-n-pentoxyphenylboronic acid, 70 mg of bis(triphenylphosphine)palladium dichloride and 15.9 g (0.15 mol) of sodium carbonate into 300 ml of DMF and stirred at 80° C. for 12 hours. After filtration and washing with water, the dried residue is recrystallized from DMF. This affords 20.5 g (45%) of methyl 4″-n-pentoxy-[1,1′:4′,1″]-terphenyl-4-carboxylate of melting point 248° ... The reactants are N1=CC=CC=C1 (pyridine), C(C1=CC=CC=C1)(=O)NN[C@H]1[C@@H](C(OC2=C1C=C(C=C2)C#N)(C)C)O (Trans-4-(2-benzoylhydrazino)-6-cyano-3,4-dihydro-2,2-dimethyl-2H-1-benzopyran-3-ol), C(C)(=O)Cl (acetyl chloride). Solvent: C(Cl)(Cl)Cl (chloroform). Product: C(C)(=O)N(NC(C1=CC=CC=C1)=O)[C@H]1[C@@H](C(OC2=C1C=C(C=C2)C#N)(C)C)O (trans-4-(1-acetyl-2-benzoylhydrazino)-6-cyano-3,4-dihydro-2,2-dimethyl-2H-1-benzopyran-3-ol). As a reaction SMILES: [C:1]([NH:9][NH:10][C@@H:11]1[C:16]2[CH:17]=[C:18]([C:21]#[N:22])[CH:19]=[CH:20][C:15]=2[O:14][C:13]([CH3:24])([CH3:23])[C@H:12]1[OH:25])(=[O:8])[C:2]1[CH:7]=[CH:6][CH:5]=[CH:4][CH:3]=1.N1C=CC=CC=1.[C:32](Cl)(=[O:34])[CH3:33]>C(Cl)(Cl)Cl>[C:32]([N:10]([C@@H:11]1[C:16]2[CH:17]=[C:18]([C:21]#[N:22])[CH:19]=[CH:20][C:15]=2[O:14][C:13]([CH3:23])([CH3:24])[C@H:12]1[OH:25])[NH:9][C:1](=[O:8])[C:2]1[CH:7]=[CH:6][CH:5]=[CH:4][CH:3]=1)(=[O:34])[CH3:33]. Procedure details: Trans-4-(2-benzoylhydrazino)-6-cyano-3,4-dihydro-2,2-dimethyl-2H-1-benzopyran-3-ol (320 mg) was dissolved in 1 ml of chloroform, 0.5 ml of pyridine was added, and 0.28 ml of acetyl chloride was added with stirring under ice cooling. After stirring at room temperature for 80 minutes, the solvent was distilled off under reduced pressure and the residue was dissolved in 5 ml of methanol. The solution was treated with 5 ml of 1N-sodium hydroxide at room temperature for 30 minutes. After the methanol... Reactants: ice water, CC=1OC(=C(N1)C)C(=O)O (2,4-dimethyl-1,3-oxazole-5-carboxylic acid), C1(CCCCC1)N=C=NC1CCCCC1 (1,3-dicyclohexylcarbodiimide), C(C)C1=CC=C(SC2=CC=C(CN)C=C2)C=C1 (4-(4-ethylthiophenoxy)benzylamine). Run in ClCCl (dichloromethane), ClCCl (dichloromethane). Run at time 30 minute. Product: C(C)C1=CC=C(SC2=CC=C(CNC(=O)C3=C(N=C(O3)C)C)C=C2)C=C1 (N-[4-(4-ethylthiophenoxy)benzyl]-2,4-dimethyl-1,3-oxazole-5-carboxamide). The yield is 40.7%. RXN SMILES: [CH3:1][C:2]1[O:3][C:4]([C:8]([OH:10])=O)=[C:5]([CH3:7])[N:6]=1.C1(N=C=NC2CCCCC2)CCCCC1.[CH2:26]([C:28]1[CH:42]=[CH:41][C:31]([S:32][C:33]2[CH:40]=[CH:39][C:36]([CH2:37][NH2:38])=[CH:35][CH:34]=2)=[CH:30][CH:29]=1)[CH3:27]>ClCCl>[CH2:26]([C:28]1[CH:42]=[CH:41][C:31]([S:32][C:33]2[CH:40]=[CH:39][C:36]([CH2:37][NH:38][C:8]([C:4]3[O:3][C:2]([CH3:1])=[N:6][C:5]=3[CH3:7])=[O:10])=[CH:35][CH:34]=2)=[CH:30][CH:29]=1)[CH3:27]. Procedure: To a stirred mixture of 2,4-dimethyl-1,3-oxazole-5-carboxylic acid (155 mg, 1.1 mM) and dichloromethane (20 ml) was added 1,3-dicyclohexylcarbodiimide (227 mg, 1.1 mM) at 0°-10° C., and the mixture was stirred for 30 min at the same temperature. To this was added dropwise a solution (10 ml) of 4-(4-ethylthiophenoxy)benzylamine (285 mg, 1.1 mM) in dichloromethane, and the mixture was stirred for 12 h at room temperature. The mixture was poured into ice water, and the mixture was extracted with di... Reactants: FC(C1=CC=C(C=O)C=C1)(F)F (4-(trifluoromethyl)benzaldehyde), CC1(OC(=O)CC(=O)O1)C (Meldrum's acid), N1C(C(=O)O)CCC1 (D,L-proline), CSCC=1C=CC=C2C=CNC12 (7-[(Methylsulfanyl)methyl]-1H-indole). The solvent is C(C)#N (acetonitrile). Conditions: time 8 hour. Product: CC1(OC(C(C(O1)=O)C(C1=CC=C(C=C1)C(F)(F)F)C1=CNC2=C(C=CC=C12)CSC)=O)C (2,2-Dimethyl-5-({7-[(methylsulfanyl)methyl]-1H-indol-3-yl}[4-(trifluoromethyl)phenyl]methyl)-1,3-dioxane-4,6-dione). RXN SMILES: [F:1][C:2]([F:12])([F:11])[C:3]1[CH:10]=[CH:9][C:6]([CH:7]=O)=[CH:5][CH:4]=1.[CH3:13][C:14]1([CH3:22])[O:21][C:19](=[O:20])[CH2:18][C:16](=[O:17])[O:15]1.N1CCCC1C(O)=O.[CH3:31][S:32][CH2:33][C:34]1[CH:35]=[CH:36][CH:37]=[C:38]2[C:42]=1[NH:41][CH:40]=[CH:39]2>C(#N)C>[CH3:13][C:14]1([CH3:22])[O:21][C:19](=[O:20])[CH:18]([CH:7]([C:39]2[C:38]3[C:42](=[C:34]([CH2:33][S:32][CH3:31])[CH:35]=[CH:36][CH:37]=3)[NH:41][CH:40]=2)[C:6]2[CH:9]=[CH:10][C:3]([C:2]([F:12])([F:11])[F:1])=[CH:4][CH:5]=2)[C:16](=[O:17])[O:15]1. Procedure details: 268 mg (1.54 mmol) of 4-(trifluoromethyl)benzaldehyde, 222 mg (1.54 mmol) of Meldrum's acid and 8.4 mg (0.07 mmol) of D,L-proline were added to a solution of 260 mg (1.47 mmol) of the compound from Example 8A in 12 ml of acetonitrile. The reaction mixture was stirred at RT overnight. It was concentrated, and the crude product was purified by preparative HPLC (RP18 column; mobile phase: acetonitrile/water gradient with addition of 0.1% formic acid) to result in 504 mg (72% of theory) of the title... The reactants are ClC=1C(=CC2=C(N(C(CO2)=O)CC(=O)N([C@@H](CN2CCCC2)C2=CC=C(C=C2)C2=CC(=CC=C2)C(=O)N)C)C1)Cl (4′-[(1R)-1-[[(6,7-dichloro-3-oxo-2,3-dihydro-4H-1,4-benzoxazin-4-yl)acetyl](methyl)amino]-2-(1-pyrrolidinyl)ethyl]-3-biphenylcarboxamide), NC(=O)C1=CC=C(C=C1)B(O)O ([4-(aminocarbonyl)phenyl]boronic acid). Product: ClC=1C(=CC2=C(N(C(CO2)=O)CC(=O)N([C@@H](CN2CCCC2)C2=CC=C(C=C2)C2=CC=C(C=C2)C(=O)N)C)C1)Cl (4′-[(1R)-1-[[(6,7-dichloro-3-oxo-2,3-dihydro-4H-1,4-benzoxazin-4-yl)acetyl](methyl)amino]-2-(1-pyrrolidinyl)ethyl]-4-biphenylcarboxamide). Reaction SMILES: [Cl:1][C:2]1[C:3]([Cl:40])=[CH:4][C:5]2[O:10][CH2:9][C:8](=[O:11])[N:7]([CH2:12][C:13]([N:15]([CH3:38])[C@H:16]([C:23]3[CH:28]=[CH:27][C:26](C4C=CC=C(C(N)=O)C=4)=[CH:25][CH:24]=3)[CH2:17][N:18]3[CH2:22][CH2:21][CH2:20][CH2:19]3)=[O:14])[C:6]=2[CH:39]=1.[NH2:41][C:42]([C:44]1[CH:49]=[CH:48][C:47](B(O)O)=[CH:46][CH:45]=1)=[O:43]>>[Cl:1][C:2]1[C:3]([Cl:40])=[CH:4][C:5]2[O:10][CH2:9][C:8](=[O:11])[N:7]([CH2:12][C:13]([N:15]([CH3:38])[C@H:16]([C:23]3[CH:24]=[CH:25][C:26]([C:47]4[CH:48]=[CH:49][C:44]([C:42]([NH2:41])=[O:43])=[CH:45][CH:46]=4)=[CH:27][CH:28]=3)[CH2:17][N:18]3[CH2:19][CH2:20][CH2:21][CH2:22]3)=[O:14])[C:6]=2[CH:39]=1. Reported procedure: 4′-[(1R)-1-[[(6,7-dichloro-3-oxo-2,3-dihydro-4H-1,4-benzoxazin-4-yl)acetyl](methyl)amino]-2-(1-pyrrolidinyl)ethyl]-4-biphenylcarboxamide was prepared in a similar manner as in the preparation of 4′-[(1R)-1-[[(6,7-dichloro-3-oxo-2,3-dihydro-4H-1,4-benzoxazin-4-yl)acetyl](methyl)amino]-2-(1-pyrrolidinyl)ethyl]-3-biphenylcarboxamide except replacing [3-(aminocarbonyl)phenyl]boronic acid with [4-(aminocarbonyl)phenyl]boronic acid. As is appreciated by those skilled in the art, this analogous example... Reactants: CN(CCCO)C (3-Dimethylamino-propan-1-ol), CCOC(=O)/N=N/C(=O)OCC (DEAD), BrC1=C(C=C(C=C1)O)C (4-bromo-3-methyl-phenol), C1=CC=C(C=C1)P(C2=CC=CC=C2)C3=CC=CC=C3 (PPh3). Run in C1CCOC1 (THF). Conditions: time 2 hour. Yields the product BrC1=C(C=C(OCCCN(C)C)C=C1)C ([3-(4-bromo-3-methyl-phenoxy)-propyl]-dimethyl-amine). The yield is 60.4%. RXN SMILES: [CH3:1][N:2]([CH3:7])[CH2:3][CH2:4][CH2:5][OH:6].CCOC(/N=N/C(OCC)=O)=O.[Br:20][C:21]1[CH:26]=[CH:25][C:24](O)=[CH:23][C:22]=1[CH3:28].C1C=CC(P(C2C=CC=CC=2)C2C=CC=CC=2)=CC=1>C1COCC1>[Br:20][C:21]1[CH:26]=[CH:25][C:24]([O:6][CH2:5][CH2:4][CH2:3][N:2]([CH3:7])[CH3:1])=[CH:23][C:22]=1[CH3:28]. Procedure: 3-Dimethylamino-propan-1-ol (251 μL, 2.14 mmol) and DEAD (973 μL, 2.14 mmol) were added to a solution of 4-bromo-3-methyl-phenol (200 mg, 1.07 mmol) and PPh3 (561 mg, 2.14 mmol) in THF (10 mL) at 0° C. The mixture was stirred for two hours and then concentrated under reduced pressure. The resulting residue was purified by silica gel column chromatography to give [3-(4-bromo-3-methyl-phenoxy)-propyl]-dimethyl-amine (176 mg, 61%). Starting materials: P(=O)(OC1=CC=C(C=C1)\C(=C(/CC)\C1=CC=CC=C1)\C1=CC=C(C=C1)OCCN(C)C)([O-])[O-] ((E)-4-[1-[4-[2-(Dimethylamino)ethoxy]phenyl]-2-phenyl-1-butenyl]-phenyl phosphate), C(O)([O-])=O.[Na+] (sodium hydrogen carbonate). The solvent is aqueous solution. Yields the product P(=O)(O)(O)O.CN(CCOC1=CC=C(C=C1)/C(=C(/CC)\C1=CC=CC=C1)/C1=CC=C(C=C1)[Na])C ((E)-4-[1-[4-[2-(Dimethylamino)ethoxy]phenyl]-2-phenyl-1-butenyl]phenyl sodium phosphate). The yield is 76.2%. RXN SMILES: [P:1]([O-:33])([O-:32])([O:3][C:4]1[CH:9]=[CH:8][C:7](/[C:10](/[C:20]2[CH:25]=[CH:24][C:23]([O:26][CH2:27][CH2:28][N:29]([CH3:31])[CH3:30])=[CH:22][CH:21]=2)=[C:11](/[C:14]2[CH:19]=[CH:18][CH:17]=[CH:16][CH:15]=2)\[CH2:12][CH3:13])=[CH:6][CH:5]=1)=[O:2].C(=O)([O-])O.[Na+:38]>>[P:1]([OH:33])([OH:32])([OH:3])=[O:2].[CH3:31][N:29]([CH3:30])[CH2:28][CH2:27][O:26][C:23]1[CH:22]=[CH:21][C:20](/[C:10](/[C:7]2[CH:6]=[CH:5][C:4]([Na:38])=[CH:9][CH:8]=2)=[C:11](\[C:14]2[CH:19]=[CH:18][CH:17]=[CH:16][CH:15]=2)/[CH2:12][CH3:13])=[CH:25][CH:24]=1 |f:1.2,3.4|. Procedure details: In a 2% aqueous solution of sodium hydrogen carbonate (20 ml) was dissolved Compound 1 (1.0 g) and the solution was applied to a column of MCI gel HP-20P (product of Mitsubishi Chemical Ind., Japan, high porous polymer). The column was washed with distilled water until the effluent became neutral and, then, elution was carried out with acetone-water (20:80). The eluate (500 ml) was concentrated to about 1/3 of its initial volume and lyophilized to give 0.8 g (yield 76.2%) of the title compound a...